From a dataset of the Open Reaction Database (ORD), a public repository of structured organic reaction records. describe an organic reaction: reactants, conditions, products, and yield Reactants: ClC1=NC=2CCN(C=3C2C(=C1)N(N3)C(C3=CC=CC=C3)(C3=CC=CC=C3)C3=CC=CC=C3)CC3=CC=C(C=C3)OC (7-chloro-3-(4-methoxybenzyl)-1-trityl-1,3,4,5-tetrahydropyrazolo[3,4,5-de][1,6]naphthyridine), C1(=CC=CC=C1)[C@@H](C)NC(=O)N ((R)-1-(1-phenylethyl)urea), C([O-])([O-])=O.[Cs+].[Cs+] (cesium carbonate). The reagents and catalysts are CC(C)C1=CC(=C(C(=C1)C(C)C)C2=C(C=CC(=C2P(C3CCCCC3)C4CCCCC4)OC)OC)C(C)C (BrettPhos). Run in C(Cl)Cl (DCM). The product is COC1=CC=C(CN2C=3C=4C(=CC(=NC4CC2)NC(=O)N[C@H](C)C2=CC=CC=C2)N(N3)C(C3=CC=CC=C3)(C3=CC=CC=C3)C3=CC=CC=C3)C=C1 ((R)-1-(3-(4-methoxybenzyl)-1-trityl-1,3,4,5-tetrahydropyrazolo[3,4,5-de][1,6]naphthyridin-7-yl)-3-(1-phenylethyl)urea). As a reaction SMILES: Cl[C:2]1[CH:11]=[C:10]2[N:12]([C:14]([C:27]3[CH:32]=[CH:31][CH:30]=[CH:29][CH:28]=3)([C:21]3[CH:26]=[CH:25][CH:24]=[CH:23][CH:22]=3)[C:15]3[CH:20]=[CH:19][CH:18]=[CH:17][CH:16]=3)[N:13]=[C:8]3[C:9]2=[C:4]([CH2:5][CH2:6][N:7]3[CH2:33][C:34]2[CH:39]=[CH:38][C:37]([O:40][CH3:41])=[CH:36][CH:35]=2)[N:3]=1.[C:42]1([C@H:48]([NH:50][C:51]([NH2:53])=[O:52])[CH3:49])[CH:47]=[CH:46][CH:45]=[CH:44][CH:43]=1.C(=O)([O-])[O-].[Cs+].[Cs+]>CC(C1C=C(C(C)C)C(C2C(P(C3CCCCC3)C3CCCCC3)=C(OC)C=CC=2OC)=C(C(C)C)C=1)C.C(Cl)Cl>[CH3:41][O:40][C:37]1[CH:36]=[CH:35][C:34]([CH2:33][N:7]2[CH2:6][CH2:5][C:4]3[N:3]=[C:2]([NH:53][C:51]([NH:50][C@@H:48]([C:42]4[CH:47]=[CH:46][CH:45]=[CH:44][CH:43]=4)[CH3:49])=[O:52])[CH:11]=[C:10]4[N:12]([C:14]([C:15]5[CH:20]=[CH:19][CH:18]=[CH:17][CH:16]=5)([C:21]5[CH:22]=[CH:23][CH:24]=[CH:25][CH:26]=5)[C:27]5[CH:28]=[CH:29][CH:30]=[CH:31][CH:32]=5)[N:13]=[C:8]2[C:9]=34)=[CH:39][CH:38]=1 |f:2.3.4|. Procedure: 7-chloro-3-(4-methoxybenzyl)-1-trityl-1,3,4,5-tetrahydropyrazolo[3,4,5-de][1,6]naphthyridine (30 mg, 0.054 mmol), (R)-1-(1-phenylethyl)urea (13.26 mg, 0.081 mmol), cesium carbonate (61.4 mg, 0.188 mmol) and BrettPhos pre-catalyst (4.8 mg) were charged in a 1 dram vial, evacuated and backfilled with nitrogen and taken in 1,4-dioxane (0.4 mL) and heated reaction to 100° C. for 1 hour. The reaction mixture was diluted with DCM, washed with water, brine, dried with sodium sulfate and concentrated. P...